From a dataset of the Open Reaction Database (ORD), a public repository of structured organic reaction records. describe an organic reaction: reactants, conditions, products, and yield Reactants: Cc1ccc(C(=O)NCC(N)=O)cc1-n1cnc(OCc2ccc(F)cc2F)c(Cl)c1=O, NCC(N)=O. Yields the product Cc1ccc(C(=O)NCC(C)O)cc1-n1cnc(OCc2ccc(F)cc2F)c(Cl)c1=O. RXN SMILES: [Cl:1][c:2]1[c:3]([O:23][CH2:24][c:25]2[c:26]([F:32])[cH:27][c:28]([F:31])[cH:29][cH:30]2)[n:4][cH:5][n:6](-[c:9]2[cH:10][c:11]([C:12](=[O:13])[NH:14][CH2:15][C:16](=[O:17])[NH2:18])[cH:19][cH:20][c:21]2[CH3:22])[c:7]1=[O:8].[NH2:33][CH2:34][C:35]([NH2:36])=[O:37]>>[Cl:1][c:2]1[c:3]([O:23][CH2:24][c:25]2[c:26]([F:32])[cH:27][c:28]([F:31])[cH:29][cH:30]2)[n:4][cH:5][n:6](-[c:9]2[cH:10][c:11]([C:12](=[O:13])[NH:14][CH2:15][CH:16]([OH:17])[CH3:34])[cH:19][cH:20][c:21]2[CH3:22])[c:7]1=[O:8].